Dataset: the Open Reaction Database (ORD), a public repository of structured organic reaction records. Task: describe an organic reaction: reactants, conditions, products, and yield Starting materials: NC=1C(=C(C(=O)OC)C=CC1)OC(C1=CC=CC=C1)C1=CC=CC=C1 (methyl 3-amino-2-diphenylmethoxybenzoate), C(C)(=O)C1=C(N=CS1)Br (5-acetyl-4-bromothiazole). Yields the product COC(=O)C=1C=CC=2C(=C3C(=NC2C1OC(C1=CC=CC=C1)C1=CC=CC=C1)N=CS3)C (5-benzhydryloxy-9-methyl-thiazolo[4,5-b]quinoline-6-carboxylic acid methyl ester). RXN SMILES: [NH2:1][C:2]1[C:3]([O:12][CH:13]([C:20]2[CH:25]=[CH:24][CH:23]=[CH:22][CH:21]=2)[C:14]2[CH:19]=[CH:18][CH:17]=[CH:16][CH:15]=2)=[C:4]([CH:9]=[CH:10][CH:11]=1)[C:5]([O:7][CH3:8])=[O:6].[C:26]([C:29]1[S:33][CH:32]=[N:31][C:30]=1Br)(=O)[CH3:27]>>[CH3:8][O:7][C:5]([C:4]1[CH:9]=[CH:10][C:11]2[C:26]([CH3:27])=[C:29]3[S:33][CH:32]=[N:31][C:30]3=[N:1][C:2]=2[C:3]=1[O:12][CH:13]([C:20]1[CH:25]=[CH:24][CH:23]=[CH:22][CH:21]=1)[C:14]1[CH:15]=[CH:16][CH:17]=[CH:18][CH:19]=1)=[O:6]. Procedure details: For example, methyl 3-amino-2-diphenylmethoxybenzoate A27.12 is reacted with 5-acetyl-4-bromothiazole A27.13 (WO 9317681) to afford after cyclization of the initial displacement product, 5-benzhydryloxy-9-methyl-thiazolo[4,5-b]quinoline-6-carboxylic acid methyl ester A27.14. Reaction with N-bromosuccinimide in hexachloroethane then yields the bromomethyl analog A27.15, and this material is reacted with a trialkyl phosphite in an Arbuzov reaction to give the phosphonate A27.16. The product is the... Reactants: C(=O)(O)[O-].[Na+] (NaHCO3), Cl (hydrochloric acid), C(#N)C=1C(=CC(=NC1)NC(=O)N1CCCC2=CC(=C(N=C12)C(OC)OC)CN1C(CN(CC1)C)=O)NCCOC (N-(5-cyano-4-((2-methoxyethyl)amino)pyridin-2-yl)-7-(dimethoxymethyl)-6-((4-methyl-2-oxopiperazin-1-yl)methyl)-3,4-dihydro-1,8-naphthyridine-1(2H)-carboxamide), C(#N)C=1C(=CC(=NC1)NC(=O)N1CCCC2=CC(=C(N=C12)C(OC)OC)CN1C(CN(CC1)C)=O)NCCOC (N-(5-cyano-4-((2-methoxyethyl)amino)pyridin-2-yl)-7-(dimethoxymethyl)-6-((4-methyl-2-oxopiperazin-1-yl)methyl)-3,4-dihydro-1,8-naphthyridine-1(2H)-carboxamide), CCOC(=O)C (EtOAc). The solvent is C(Cl)Cl (DCM), C1CCOC1 (THF), O (water). Reaction conditions: time 2 hour. Yields the product C(#N)C=1C(=CC(=NC1)NC(=O)N1CCCC2=CC(=C(N=C12)C=O)CN1C(CN(CC1)C)=O)NCCOC (N-(5-cyano-4-((2-methoxyethyl)amino)pyridin-2-yl)-7-formyl-6-((4-methyl-2-oxopiperazin-1-yl)methyl)-3,4-dihydro-1,8-naphthyridine-1(2H)-carboxamide). RXN SMILES: Cl.[C:2]([C:4]1[C:5]([NH:37][CH2:38][CH2:39][O:40][CH3:41])=[CH:6][C:7]([NH:10][C:11]([N:13]2[C:22]3[C:17](=[CH:18][C:19]([CH2:28][N:29]4[CH2:34][CH2:33][N:32]([CH3:35])[CH2:31][C:30]4=[O:36])=[C:20]([CH:23](OC)[O:24]C)[N:21]=3)[CH2:16][CH2:15][CH2:14]2)=[O:12])=[N:8][CH:9]=1)#[N:3].C([O-])(O)=O.[Na+].CCOC(C)=O>C1COCC1.O.C(Cl)Cl>[C:2]([C:4]1[C:5]([NH:37][CH2:38][CH2:39][O:40][CH3:41])=[CH:6][C:7]([NH:10][C:11]([N:13]2[C:22]3[C:17](=[CH:18][C:19]([CH2:28][N:29]4[CH2:34][CH2:33][N:32]([CH3:35])[CH2:31][C:30]4=[O:36])=[C:20]([CH:23]=[O:24])[N:21]=3)[CH2:16][CH2:15][CH2:14]2)=[O:12])=[N:8][CH:9]=1)#[N:3] |f:2.3|. Procedure: Concentrated hydrochloric acid (0.40 ml) was added to a solution of N-(5-cyano-4-((2-methoxyethyl)amino)pyridin-2-yl)-7-(dimethoxymethyl)-6-((4-methyl-2-oxopiperazin-1-yl)methyl)-3,4-dihydro-1,8-naphthyridine-1(2H)-carboxamide (intermediate 80, 470 mg, 0.808 mmol) in THF (3 ml) and water (1 ml) at room temperature. After stirring for 3 h at room temperature saturated aqueous NaHCO3 was added, the mixture extracted with DCM (3×), the organic layers dried over Na2SO4 and evaporated. The residue wa... The reactants are COC(=O)C1(CCCC1)CCBr (1-[2-bromoethyl]cyclopentanecarboxylic acid methyl ester), [N-]=[N+]=[N-].[Na+] (sodium azide). Solvent: CN(C)C=O (DMF). Yields the product COC(=O)C1(CCCC1)CCN=[N+]=[N-] (1-[2-azidoethyl]cyclopentanecarboxylic acid methyl ester). Isolated yield 87.0%. RXN SMILES: [CH3:1][O:2][C:3]([C:5]1([CH2:10][CH2:11]Br)[CH2:9][CH2:8][CH2:7][CH2:6]1)=[O:4].[N-:13]=[N+:14]=[N-:15].[Na+]>CN(C=O)C>[CH3:1][O:2][C:3]([C:5]1([CH2:10][CH2:11][N:13]=[N+:14]=[N-:15])[CH2:9][CH2:8][CH2:7][CH2:6]1)=[O:4] |f:1.2|. Procedure: A solution of 1-[2-bromoethyl]cyclopentanecarboxylic acid methyl ester (49.6 g, 211 mmol) and sodium azide (54 g, 831 mmol) in DMF (200 mL) was stirred at 50° C. for 5 h under nitrogen atmosphere. Then, the solids were filtered and the filtrate was concentrated to near dryness. The residue was diluted with ethyl acetate (500 mL) and the undissolved solids were collected by filtration and the filtrate was concentrated to give the crude ethyl 1-(2-azidoethyl) cyclopentanecarboxylate which was puri... The reactants are COC(=O)c1ccc(C(C#N)C(N)=O)c([N+](=O)[O-])c1, CCO. Product: COC(=O)c1ccc(C(C#N)C(N)=O)c(N)c1. RXN SMILES: [C:1](#[N:2])[CH:3]([C:4](=[O:5])[NH2:6])[c:7]1[c:8]([N+:17]([O-:18])=[O:19])[cH:9][c:10]([C:13](=[O:14])[O:15][CH3:16])[cH:11][cH:12]1.[CH3:20][CH2:21][OH:22]>>[C:1](#[N:2])[CH:3]([C:4](=[O:5])[NH2:6])[c:7]1[c:8]([NH2:17])[cH:9][c:10]([C:13](=[O:14])[O:15][CH3:16])[cH:11][cH:12]1.